This data is from the Open Reaction Database (ORD), a public repository of structured organic reaction records. The task is: describe an organic reaction: reactants, conditions, products, and yield Starting materials: ClC1=C(C=C(C=C1)[N+](=O)[O-])C (4-Chloro-3-methylnitrobenzene). The reagents and catalysts are [Fe] (Iron). The solvent is CC(=O)O (AcOH), CC(=O)O (AcOH). Conditions: temperature 80 celsius, time 3 hour. Yields the product Cl.ClC1=C(C=C(C=C1)N)C (4-chloro-3-methyl-phenylamine hydrochloride). Yield: 167.8%. Reaction SMILES: [Cl:1][C:2]1[CH:7]=[CH:6][C:5]([N+:8]([O-])=O)=[CH:4][C:3]=1[CH3:11]>CC(O)=O.[Fe]>[ClH:1].[Cl:1][C:2]1[CH:7]=[CH:6][C:5]([NH2:8])=[CH:4][C:3]=1[CH3:11] |f:3.4|. Procedure details: Iron powder (150 g, 2.68 mol) and AcOH (600 mL) were charged into a 2 L round bottom flask equipped with a mechanical stirrer and thermometer. The mixture as warmed to 80° C. 4-Chloro-3-methylnitrobenzene (150 g, 0.87 mol) in AcOH (200 mL) was added slowly to the flask over 4 h, keeping the reaction temperature below 90° C. Upon consumption of the reactants, the mixture was filtered through a pad of Celite and the filter cake was washed with methanol (200 mL). The filtrate was concentrated and t... The product is O=C(c1ccc(-c2cn[nH]c2)s1)N1N=C(c2cccnc2)CC1c1ccccc1O. The reactants are O=C(c1ccc(Br)s1)N1N=C(c2cccnc2)CC1c1ccccc1O, O=C([O-])[O-], CC1(C)OB(c2cn[nH]c2)OC1(C)C, CO, [Cs+], [Cs+], CN(C)C=O, O, c1ccc(P(c2ccccc2)(c2ccccc2)[Pd](P(c2ccccc2)(c2ccccc2)c2ccccc2)(P(c2ccccc2)(c2ccccc2)c2ccccc2)P(c2ccccc2)(c2ccccc2)c2ccccc2)cc1. RXN SMILES: [Br:1][c:2]1[cH:3][cH:4][c:5]([C:7](=[O:8])[N:9]2[N:10]=[C:11]([c:21]3[cH:22][n:23][cH:24][cH:25][cH:26]3)[CH2:12][CH:13]2[c:14]2[c:15]([OH:20])[cH:16][cH:17][cH:18][cH:19]2)[s:6]1.[C:42](=[O:43])([O-:44])[O-:45].[CH3:28][C:29]1([CH3:30])[C:31]([CH3:32])([CH3:33])[O:34][B:35]([c:36]2[cH:37][n:38][nH:39][cH:40]2)[O:41]1.[CH3:48][OH:49].[Cs+:46].[Cs+:47].[O:50]=[CH:51][N:52]([CH3:53])[CH3:54].[OH2:27].[cH:55]1[cH:56][cH:57][c:58]([P:59]([Pd:60]([P:61]([c:62]2[cH:63][cH:64][cH:65][cH:66][cH:67]2)([c:68]2[cH:69][cH:70][cH:71][cH:72][cH:73]2)[c:74]2[cH:75][cH:76][cH:77][cH:78][cH:79]2)([P:80]([c:81]2[cH:82][cH:83][cH:84][cH:85][cH:86]2)([c:87]2[cH:88][cH:89][cH:90][cH:91][cH:92]2)[c:93]2[cH:94][cH:95][cH:96][cH:97][cH:98]2)[P:99]([c:100]2[cH:101][cH:102][cH:103][cH:104][cH:105]2)([c:106]2[cH:107][cH:108][cH:109][cH:110][cH:111]2)[c:112]2[cH:113][cH:114][cH:115][cH:116][cH:117]2)([c:118]2[cH:119][cH:120][cH:121][cH:122][cH:123]2)[c:124]2[cH:125][cH:126][cH:127][cH:128][cH:129]2)[cH:130][cH:131]1>>[c:2]1(-[c:36]2[cH:37][nH:38][n:39][cH:40]2)[cH:3][cH:4][c:5]([C:7](=[O:8])[N:9]2[N:10]=[C:11]([c:21]3[cH:22][n:23][cH:24][cH:25][cH:26]3)[CH2:12][CH:13]2[c:14]2[c:15]([OH:20])[cH:16][cH:17][cH:18][cH:19]2)[s:6]1.